Dataset: the Open Reaction Database (ORD), a public repository of structured organic reaction records. Task: describe an organic reaction: reactants, conditions, products, and yield Starting materials: 82, C1(=CC=CC=C1)S(=O)[O-].[Na+] (sodium phenylsulfinate), NC=1SC(=C(C1C#N)Cl)C=O (2-amino-4-chloro-3-cyano-5-formylthiophene), methylglycol. The solvent is O (water). Reaction conditions: time 8 hour. Yields the product NC=1SC(=C(C1C#N)S(=O)(=O)C1=CC=CC=C1)C=O (2-amino-3-cyano-5-formyl-4-phenylsulfonylthiophene). Yield: 83.0%. RXN SMILES: [C:1]1([S:7]([O-:9])=[O:8])[CH:6]=[CH:5][CH:4]=[CH:3][CH:2]=1.[Na+].[NH2:11][C:12]1[S:13][C:14]([CH:20]=[O:21])=[C:15](Cl)[C:16]=1[C:17]#[N:18]>O>[NH2:11][C:12]1[S:13][C:14]([CH:20]=[O:21])=[C:15]([S:7]([C:1]2[CH:6]=[CH:5][CH:4]=[CH:3][CH:2]=2)(=[O:9])=[O:8])[C:16]=1[C:17]#[N:18] |f:0.1|. Procedure details: A solution of 82 parts of sodium phenylsulfinate in 500 parts of water is added to a mixture of 93.3 g of 2-amino-4-chloro-3-cyano-5-formylthiophene an 500 parts of methylglycol, and the reaction mixture is heated at the boil for 6 hours. Thereafter, the solution is filtered while hot and the filtrate is left to stand overnight. The precipitated product is then filtered off under suction, washed with water and dried. 121 parts (83% of theory) of 2-amino-3-cyano-5-formyl-4-phenylsulfonylthiophene...